From a dataset of the Open Reaction Database (ORD), a public repository of structured organic reaction records. describe an organic reaction: reactants, conditions, products, and yield The reactants are CC1(OB(OC1(C)C)C1=CC=C(C(=O)O)C=C1)C (4-(4,4,5,5-Tetramethyl-1,3,2-dioxaborolan-2-yl)benzoic acid), C(CCl)Cl (EDC), C=1C=CC2=C(C1)N=NN2O (HOBT), Cl.Cl.C1(CCC1)N1CCNCCC1 (1-(Cyclobutyl)hexahydro-1H-1,4-diazepine dihydrochloride). Run in CN(C)C=O (DMF), C(C)N(CC)CC (triethylamine), O (water). Conditions: time 5 minute. The product is C1(CCC1)N1CCN(CCC1)C(=O)C1=CC=C(C=C1)B1OC(C(O1)(C)C)(C)C (1-Cyclobutyl-4-{[4-(4,4,5,5-tetramethyl-1,3,2-dioxaborolan-2-yl)phenyl]carbonyl}hexahydro-1H-1,4-diazepine). Isolated yield 43.9%. Reaction SMILES: [CH3:1][C:2]1([CH3:18])[C:6]([CH3:8])([CH3:7])[O:5][B:4]([C:9]2[CH:17]=[CH:16][C:12]([C:13]([OH:15])=O)=[CH:11][CH:10]=2)[O:3]1.C(Cl)CCl.C1C=CC2N(O)N=NC=2C=1.Cl.Cl.[CH:35]1([N:39]2[CH2:45][CH2:44][CH2:43][NH:42][CH2:41][CH2:40]2)[CH2:38][CH2:37][CH2:36]1>CN(C=O)C.O.C(N(CC)CC)C>[CH:35]1([N:39]2[CH2:45][CH2:44][CH2:43][N:42]([C:13]([C:12]3[CH:11]=[CH:10][C:9]([B:4]4[O:5][C:6]([CH3:7])([CH3:8])[C:2]([CH3:1])([CH3:18])[O:3]4)=[CH:17][CH:16]=3)=[O:15])[CH2:41][CH2:40]2)[CH2:38][CH2:37][CH2:36]1 |f:3.4.5|. Procedure: 4-(4,4,5,5-Tetramethyl-1,3,2-dioxaborolan-2-yl)benzoic acid (1.24 g) in dry DMF (30 ml) was treated with EDC (1.48 g) and HOBT (0.67 g). The reaction mixture was stirred at rt for 5 min, followed by the addition of 1-(cyclobutyl)hexahydro-1H-1,4-diazepine dihydrochloride (D4) (1.13 g) and triethylamine (2.7 ml). The mixture was stirred at rt overnight. The reaction mixture was then poured into water (250 ml) and extracted with EtOAc (2×35 ml). The combined organic layers were washed with saturat...